Dataset: the Open Reaction Database (ORD), a public repository of structured organic reaction records. Task: describe an organic reaction: reactants, conditions, products, and yield Reactants: CC(C)Br, O=C([O-])[O-], CC#N, CS(=O)(=O)c1cccc(C2CCNCC2)c1F, [K+], [K+]. Product: CC(C)N1CCC(c2cccc(S(C)(=O)=O)c2F)CC1. RXN SMILES: [Br:24][CH:25]([CH3:26])[CH3:27].[C:18](=[O:19])([O-:20])[O-:21].[CH3:28][C:29]#[N:30].[F:1][c:2]1[c:3]([CH:12]2[CH2:13][CH2:14][NH:15][CH2:16][CH2:17]2)[cH:4][cH:5][cH:6][c:7]1[S:8](=[O:9])(=[O:10])[CH3:11].[K+:22].[K+:23]>>[F:1][c:2]1[c:3]([CH:12]2[CH2:13][CH2:14][N:15]([CH:25]([CH3:26])[CH3:27])[CH2:16][CH2:17]2)[cH:4][cH:5][cH:6][c:7]1[S:8](=[O:9])(=[O:10])[CH3:11].